The task is: describe an organic reaction: reactants, conditions, products, and yield. This data is from the Open Reaction Database (ORD), a public repository of structured organic reaction records. Reactants: ClCCO[C@@H]1[C@H](C[C@@H]2CC[C@H]3[C@@H]4CC[C@H](C5(C)OCCO5)[C@]4(CC([C@@H]3[C@]2(C1)C)=O)C)O (2β-(2'-Chloroethoxy)-20,20-ethylenedioxy-3α-hydroxy-5α-pregnan-11-one), N1CCOCC1 (morpholine). Product: O[C@H]1C[C@@H]2CC[C@H]3[C@@H]4CC[C@H](C(C)=O)[C@]4(CC([C@@H]3[C@]2(C[C@@H]1OCCN1CCOCC1)C)=O)C (3α-Hydroxy-2β-(2'-morpholinoethoxy)-5α-pregnane-11,20-dione). RXN SMILES: Cl[CH2:2][CH2:3][O:4][C@H:5]1[CH2:27][C@@:26]2([CH3:28])[C@@H:8]([CH2:9][CH2:10][C@@H:11]3[C@@H:25]2[C:24](=[O:29])[CH2:23][C@@:22]2([CH3:30])[C@H:12]3[CH2:13][CH2:14][C@@H:15]2[C:16]2(OCC[O:18]2)[CH3:17])[CH2:7][C@@H:6]1[OH:31].[NH:32]1[CH2:37][CH2:36][O:35][CH2:34][CH2:33]1>>[OH:31][C@@H:6]1[C@@H:5]([O:4][CH2:3][CH2:2][N:32]2[CH2:37][CH2:36][O:35][CH2:34][CH2:33]2)[CH2:27][C@@:26]2([CH3:28])[C@@H:8]([CH2:9][CH2:10][C@@H:11]3[C@@H:25]2[C:24](=[O:29])[CH2:23][C@@:22]2([CH3:30])[C@H:12]3[CH2:13][CH2:14][C@@H:15]2[C:16](=[O:18])[CH3:17])[CH2:7]1. Procedure: 2β-(2'-Chloroethoxy)-20,20-ethylenedioxy-3α-hydroxy-5α-pregnan-11-one (500 mg.) was dissolved in morpholine (15 ml.) and the solution heated on a steam-bath for 24 hours. The morpholine was removed by evaporating in vacuo and the resulting red oil was dissolved in 35% aqueous acetic acid (25 ml.). This solution was heated on a steam-bath for 21/2 hours. Water (50 ml.) was added and the slightly turbid solution filtered through Kieselguhr. The filtrate was made alkaline with 10N-potassium hydroxi...